Task: describe an organic reaction: reactants, conditions, products, and yield. Dataset: the Open Reaction Database (ORD), a public repository of structured organic reaction records Reactants: Cl (hydrogen chloride), O1CCOCC1 (1,4-dioxane), Cl (hydrogen chloride), O1CCOCC1 (1,4-dioxane), N1(CCOCC1)C1=CC=C(C=C1)NC1=NC=CC(=N1)C1=CC=C(C=C1)NC(=O)C1N(CCC1)C(=O)[O-] (([(4-{2-[(4-morpholin-4-ylphenyl)amino]pyrimidin-4-yl}-phenyl)amino]carbonyl}pyrrolidine-1-carboxylate). Solvent: C(C)(=O)OCC (ethyl acetate), CO (methanol). Conditions: time 16 hour. Product: C[C@@]1(NCCC1)C(=O)NC1=CC=C(C=C1)C1=NC(=NC=C1)NC1=CC=C(C=C1)N1CCOCC1 (2-methyl-N-(4-{2-[(4-morpholin-4-ylphenyl)amino]-pyrimidin-4-yl}phenyl)prolinamide). The yield is 0.1%. Reaction SMILES: [N:1]1([C:7]2[CH:12]=[CH:11][C:10]([NH:13][C:14]3[N:19]=[C:18]([C:20]4[CH:25]=[CH:24][C:23]([NH:26][C:27]([CH:29]5[CH2:33][CH2:32][CH2:31][N:30]5C([O-])=O)=[O:28])=[CH:22][CH:21]=4)[CH:17]=[CH:16][N:15]=3)=[CH:9][CH:8]=2)[CH2:6][CH2:5][O:4][CH2:3][CH2:2]1.Cl.O1CCOC[CH2:39]1>C(OCC)(=O)C.CO>[CH3:39][C@@:29]1([C:27]([NH:26][C:23]2[CH:22]=[CH:21][C:20]([C:18]3[CH:17]=[CH:16][N:15]=[C:14]([NH:13][C:10]4[CH:9]=[CH:8][C:7]([N:1]5[CH2:6][CH2:5][O:4][CH2:3][CH2:2]5)=[CH:12][CH:11]=4)[N:19]=3)=[CH:25][CH:24]=2)=[O:28])[CH2:33][CH2:32][CH2:31][NH:30]1. Procedure: 1,1-Dimethylethyl (2R)-2-{([(4-{2-[(4-morpholin-4-ylphenyl)amino]pyrimidin-4-yl}-phenyl)amino]carbonyl}pyrrolidine-1-carboxylate (0.38 g, 0.698 mmoles), was dissolved in an ethyl acetate (10 ml) and methanol (2 ml) mixture. 4 M hydrogen chloride in 1,4-dioxane (1.75 ml, 6.98 mmoles, 10 equivalents, purchased from Sigma-Aldrich) was then added in a drop wise fashion over 5-10 minutes. Upon completion of addition, the reaction mixture was stirred at room temperature, and the progress of the reacti...